Dataset: the Open Reaction Database (ORD), a public repository of structured organic reaction records. Task: describe an organic reaction: reactants, conditions, products, and yield RXN SMILES: [NH:1]1[C:9]2[C:4](=[CH:5][C:6]([C:10]([OH:12])=O)=[CH:7][CH:8]=2)[CH:3]=[CH:2]1.C(Cl)(=O)C(Cl)=O.[CH2:19]([N:27]1[CH2:32][CH2:31][NH:30][CH2:29][CH2:28]1)[CH2:20][C:21]1[CH:26]=[CH:25][CH:24]=[CH:23][CH:22]=1.C(N(C(C)C)CC)(C)C>C1COCC1.CN(C=O)C.ClCCl>[NH:1]1[C:9]2[C:4](=[CH:5][C:6]([C:10]([N:30]3[CH2:31][CH2:32][N:27]([CH2:19][CH2:20][C:21]4[CH:26]=[CH:25][CH:24]=[CH:23][CH:22]=4)[CH2:28][CH2:29]3)=[O:12])=[CH:7][CH:8]=2)[CH:3]=[CH:2]1. Conditions: time 3 hour. Procedure details: Indole-5-carboxylic acid (57 mg, 0.35 mmol) was dissolved in THF(2 ml) and DMF (1 drop), then oxalyl chloride (37 μl, 54 mg, 0.42 mmol) was added. The mixture was stirred at room temperature for 3 hours, the solvent was evaporated under reduced pressure and the residue was dissolved in DMF (2 ml) and added to a stirred solution of 1-phenethylpiperazine (66 mg, 0.35 mmol) and diisopropylethylamine (91 μl, 68 mg, 0.52 mmol) in dichloromethane (1 ml). The mixture was stirred at room temperature for... Product: N1C=CC2=CC(=CC=C12)C(=O)N1CCN(CC1)CCC1=CC=CC=C1 (1-(Indole-5-carbonyl)-4-phenethylpiperazine). Reactants: C(CC1=CC=CC=C1)N1CCNCC1 (1-phenethylpiperazine), C(C)(C)N(CC)C(C)C (diisopropylethylamine), N1C=CC2=CC(=CC=C12)C(=O)O (Indole-5-carboxylic acid), C(C(=O)Cl)(=O)Cl (oxalyl chloride). The solvent is ClCCl (dichloromethane), C1CCOC1 (THF). The reagents and catalysts are CN(C)C=O (DMF). Reactants: BrC1=C(C=C(C(=O)O)C=C1)O (4-bromo-3-hydroxy-benzoic acid), CO (MeOH). Run in OS(=O)(=O)O (H2SO4). Product: COC(C1=CC(=C(C=C1)Br)O)=O (4-Bromo-3-hydroxy-benzoic acid methyl ester). RXN SMILES: [Br:1][C:2]1[CH:10]=[CH:9][C:5]([C:6]([OH:8])=[O:7])=[CH:4][C:3]=1[OH:11].[CH3:12]O>OS(O)(=O)=O>[CH3:12][O:7][C:6](=[O:8])[C:5]1[CH:9]=[CH:10][C:2]([Br:1])=[C:3]([OH:11])[CH:4]=1. Procedure details: To a solution of 4-bromo-3-hydroxy-benzoic acid (prepared according to J. Amer. Chem Soc. 1946, 68, 574) (5 g, 32.8 mmol) in MeOH (100 mL), conc. H2SO4 (1 mL) is added. The solution is refluxed for 14 h, then concentrated to about 30 mL and poured into a water. The aqueous layer is extracted with ether (50 mL×4) and the combined organic extracts are neutralized with a saturated aqueous solution of NaHCO3 (50 mL×2), washed with brine (50 mL), dried over Na2SO4, filtered and concentrated to give t... Reactants: [Na] (sodium), CC1=NC2=CC=CC=C2C=C1 (2-Methylquinoline), O (H2O). Run in C(C)O (ethanol). The product is CC1NC2=CC=CC=C2CC1 (2-Methyl-1,2,3,4-tetrahydroquinoline). RXN SMILES: [CH3:1][C:2]1[CH:11]=[CH:10][C:9]2[C:4](=[CH:5][CH:6]=[CH:7][CH:8]=2)[N:3]=1.[Na].O>C(O)C>[CH3:1][CH:2]1[CH2:11][CH2:10][C:9]2[C:4](=[CH:5][CH:6]=[CH:7][CH:8]=2)[NH:3]1 |^1:11|. Procedure details: 2-Methylquinoline (10 g, 0.070 mol) was refluxed in 250 ml ethanol. While refluxing, sodium (22.9 g, 1.0 mol) was added cautiously over a period of 1 hour. The mixture was refluxed for an additional 3.5 hours, cooled to room temperature, poured into 500 ml H2O, and extracted 3×500 ml toluene. The organic layers were combined, dried (K2CO3) and stripped to yield title produce as an oil, 9.2 g.